From a dataset of the Open Reaction Database (ORD), a public repository of structured organic reaction records. describe an organic reaction: reactants, conditions, products, and yield Reactants: C(C=C)Br (allyl bromide), C(CC)NCCC (dipropylamine), O1CCCC1 (tetrahydrofuran), C(=S)=S (carbon disulfide). The solvent is O (water). Reaction conditions: time 3 hour. Product: C(C=C)SC(N(CCC)CCC)=S (allyl-N,N-dipropyldithiocarbamate). As a reaction SMILES: [CH2:1]([NH:4][CH2:5][CH2:6][CH3:7])[CH2:2][CH3:3].O1C[CH2:11][CH2:10][CH2:9]1.[C:13](=[S:15])=[S:14].C(Br)C=C>O>[CH2:9]([S:15][C:13](=[S:14])[N:4]([CH2:5][CH2:6][CH3:7])[CH2:1][CH2:2][CH3:3])[CH:10]=[CH2:11]. Procedure: 13.4 Grams of dipropylamine was added to 50 ml of tetrahydrofuran, and to this mixture being maintained a temperature at 0°-5° C., was added dropwise 5.0 gr of carbon disulfide over the period of 30 minutes under agitation. Thereafter, the mixture was maintained at a room temperature and 7.3 gr of allyl bromide was added dropwise thereto over the period of 30 minutes. The mixture was agitated at the same temperature for 3 hours to complete the reaction. The reaction mixture was poured into water... Starting materials: CC(=O)O, Nc1ccc(O)cc1, N#CO[Na], O. The product is NC(=O)Nc1ccc(O)cc1. RXN SMILES: [CH3:9][C:10](=[O:11])[OH:12].[NH2:1][c:2]1[cH:3][cH:4][c:5]([OH:6])[cH:7][cH:8]1.[Na:13][O:14][C:15]#[N:16].[OH2:17]>>[NH:1]([c:2]1[cH:3][cH:4][c:5]([OH:6])[cH:7][cH:8]1)[C:15](=[O:14])[NH2:16]. The reactants are O=C1CCC(=O)N1Br, ClC(Cl)(Cl)Cl, O=C(OOC(=O)c1ccccc1)c1ccccc1, COC(=O)c1ccc(C)cc1C(=O)OC, CCCCCC, ClC(Cl)Cl. Product: COC(=O)c1ccc(CBr)cc1C(=O)OC. RXN SMILES: [Br:21][N:22]1[C:23](=[O:24])[CH2:25][CH2:26][C:27]1=[O:28].[C:16]([Cl:17])([Cl:18])([Cl:19])[Cl:20].[C:29]([O:30][O:31][C:32](=[O:33])[c:34]1[cH:35][cH:36][cH:37][cH:38][cH:39]1)(=[O:40])[c:41]1[cH:42][cH:43][cH:44][cH:45][cH:46]1.[CH3:1][O:2][C:3](=[O:4])[c:5]1[cH:6][c:7]([CH3:15])[cH:8][cH:9][c:10]1[C:11](=[O:12])[O:13][CH3:14].[CH3:47][CH2:48][CH2:49][CH2:50][CH2:51][CH3:52].[Cl:53][CH:54]([Cl:55])[Cl:56]>>[CH3:1][O:2][C:3](=[O:4])[c:5]1[cH:6][c:7]([CH2:15][Br:21])[cH:8][cH:9][c:10]1[C:11](=[O:12])[O:13][CH3:14]. Starting materials: Cc1ccccc1, OCCO, CC1(C)CC(=O)CC(C)(C)P1c1ccccc1, Cc1ccc(S(=O)(=O)O)cc1. Yields the product CC1(C)CC2(CC(C)(C)P1c1ccccc1)OCCO2. Reaction SMILES: [CH3:33][c:34]1[cH:35][cH:36][cH:37][cH:38][cH:39]1.[OH:1][CH2:2][CH2:3][OH:4].[c:16]1([P:22]2[C:23]([CH3:31])([CH3:32])[CH2:24][C:25](=[O:30])[CH2:26][C:27]2([CH3:28])[CH3:29])[cH:17][cH:18][cH:19][cH:20][cH:21]1.[c:5]1([CH3:6])[cH:7][cH:8][c:9]([S:10]([OH:11])(=[O:12])=[O:13])[cH:14][cH:15]1>>[O:1]1[CH2:2][CH2:3][O:4][C:25]12[CH2:24][C:23]([CH3:31])([CH3:32])[P:22]([c:16]1[cH:17][cH:18][cH:19][cH:20][cH:21]1)[C:27]([CH3:28])([CH3:29])[CH2:26]2. The reactants are C1CCNCC1, CC(C)CCS(=O)CCCCl, [Na+], [OH-]. The product is CC(C)CCS(=O)CCCN1CCCCC1. RXN SMILES: [CH2:12]1[CH2:13][CH2:14][NH:15][CH2:16][CH2:17]1.[CH2:1]([CH2:2][CH:3]([CH3:4])[CH3:5])[S:6](=[O:7])[CH2:8][CH2:9][CH2:10][Cl:11].[Na+:19].[OH-:18]>>[CH2:1]([CH2:2][CH:3]([CH3:4])[CH3:5])[S:6](=[O:7])[CH2:8][CH2:9][CH2:10][N:15]1[CH2:14][CH2:13][CH2:12][CH2:17][CH2:16]1. Reactants: C([O-])([O-])=O.[K+].[K+] (potassium carbonate), C(ON(C(=O)OCC)CCC(=C)C#N)(OC(C)(C)C)=O ((3-cyano-3-butene-1-yl)(ethoxycarbonyl)azanyl 1,1-dimethylethyl carbonate), C(ON(C(=O)OCC)CCC(=C)C#N)(OC(C)(C)C)=O ((3-cyano-3-butene-1-yl)(ethoxycarbonyl)azanyl 1,1-dimethylethyl carbonate), FC(C(=O)O)(F)F (trifluoroacetic acid). Run in ClCCl (dichloromethane), CN(C=O)C (N,N-dimethylformamide). Reaction conditions: temperature 80 celsius, time 24 hour. The product is C(#N)C1CCN(OC1)C(=O)OCC (ethyl 5-cyanotetrahydro-2H-1,2-oxazine-2-carboxylate). As a reaction SMILES: C(=O)(OC(C)(C)C)[O:2][N:3]([CH2:9][CH2:10][C:11]([C:13]#[N:14])=[CH2:12])[C:4]([O:6][CH2:7][CH3:8])=[O:5].FC(F)(F)C(O)=O.C(=O)([O-])[O-].[K+].[K+]>ClCCl.CN(C)C=O>[C:13]([CH:11]1[CH2:12][O:2][N:3]([C:4]([O:6][CH2:7][CH3:8])=[O:5])[CH2:9][CH2:10]1)#[N:14] |f:2.3.4|. Reported procedure: A solution of (3-cyano-3-butene-1-yl)(ethoxycarbonyl)azanyl 1,1-dimethylethyl carbonate (i.e. the product of Step G) and trifluoroacetic acid (3 mL) in dichloromethane (40 mL) was stirred at room temperature for 3 days. The reaction mixture was concentrated under reduced pressure to a tan oil. The oil was combined with potassium carbonate (3.6 g, 0.026 mol) in N,N-dimethylformamide (30 mL) and stirred at 80° C. for 24 h. The reaction mixture was concentrated under reduced pressure to near drynes...